From a dataset of the Open Reaction Database (ORD), a public repository of structured organic reaction records. describe an organic reaction: reactants, conditions, products, and yield Starting materials: Cl (hydrochloric acid), ClC1=C2CN3C(=NC2=CC=C1Cl)NC(C3)=O (6,7-Dichloro-1,5-dihydroimidazo[2,1-b]-quinazolin-2(3H)-one), C (Darco). Solvent: CO (methanol). Run at time 3 minute. The product is O.Cl.ClC1=C2CN3C(=NC2=CC=C1Cl)NC(C3)=O (6,7-Dichloro-1,5-dihydroimidazo[2,1-b]quinazolin-2(3H)-one Monohydrochloride Monohydrate). RXN SMILES: [Cl:1][C:2]1[C:11]([Cl:12])=[CH:10][CH:9]=[C:8]2[C:3]=1[CH2:4][N:5]1[CH2:15][C:14](=[O:16])[NH:13][C:6]1=[N:7]2.Cl.C>CO>[OH2:16].[ClH:1].[Cl:1][C:2]1[C:11]([Cl:12])=[CH:10][CH:9]=[C:8]2[C:3]=1[CH2:4][N:5]1[CH2:15][C:14](=[O:16])[NH:13][C:6]1=[N:7]2 |f:4.5.6|. Procedure details: 6,7-Dichloro-1,5-dihydroimidazo[2,1-b]-quinazolin-2(3H)-one (94.0 g, 0.367 mol) was added to 2.82 liters of boiling methanol. To the suspension was added 77 ml. (0.92 mol) of concentrated hydrochloric acid. A nearly complete solution resulted. Darco G-60 was added, the mixture was boiled for ca. 3 minutes and then filtered. The filtrate was reheated to boiling to effect solution, then cooled slightly, and 1.9 liters of ether added cautiously. The mixture was stirred at ambient temperature for 2 ...